From a dataset of the Open Reaction Database (ORD), a public repository of structured organic reaction records. describe an organic reaction: reactants, conditions, products, and yield Starting materials: CS(=O)(=O)C1=NC(=CC(=N1)C1=CC=C(C=C1)S(=O)(=O)C)C(F)(F)F (2-(methylsulfonyl)-4-[4-(methylsulfonyl)phenyl]-6-(trifluoromethyl)pyrimidine), C1(CCCC1)N (cyclopentylamine), resultant solution. Run in CC#N (MeCN). Yields the product C1(CCCC1)NC1=NC(=CC(=N1)C1=CC=C(C=C1)S(=O)(=O)C)C(F)(F)F (N-cyclopentyl-4-[4-(methylsulfonyl)phenyl]-6-(trifluoromethyl)pyrimidin-2-amine). Isolated yield 41.6%. Reaction SMILES: CS([C:5]1[N:10]=[C:9]([C:11]2[CH:16]=[CH:15][C:14]([S:17]([CH3:20])(=[O:19])=[O:18])=[CH:13][CH:12]=2)[CH:8]=[C:7]([C:21]([F:24])([F:23])[F:22])[N:6]=1)(=O)=O.[CH:25]1([NH2:30])[CH2:29][CH2:28][CH2:27][CH2:26]1>CC#N>[CH:25]1([NH:30][C:5]2[N:10]=[C:9]([C:11]3[CH:16]=[CH:15][C:14]([S:17]([CH3:20])(=[O:19])=[O:18])=[CH:13][CH:12]=3)[CH:8]=[C:7]([C:21]([F:24])([F:23])[F:22])[N:6]=2)[CH2:29][CH2:28][CH2:27][CH2:26]1. Procedure details: To a stirred solution of 2-(methylsulfonyl)-4-[4-(methylsulfonyl)phenyl]-6-(trifluoromethyl)pyrimidine (0.50 g, 1.31 mmol) in MeCN (10 ml) was added cyclopentylamine (0.34 g) and the resultant solution heated under reflux for 18 h. The cooled reaction mixture was concentrated in vacuo and the residue partitioned between 2N HCl and ethyl acetate. The organic phase was separated, washed with 2N HCl then water and concentrated in vacuo to a yellow oil. This oil was purified by SPE chromatography wi... The reactants are ice water, NC=1SC=C(N1)/C(/C(=O)OCC)=N/OCCCNC(=O)OC(C)(C)C (ethyl 2-(2-aminothiazol-4-yl)-(Z)-2-(3-tert-butoxycarbonylaminopropoxyimino)acetate), N1=CC=CC=C1 (pyridine), ClCC(=O)Cl (chloroacetyl chloride). Procedure: In a mixture of 15 ml of dimethylacetamide and 15 ml of dichloromethane are dissolved 5.17 g of ethyl 2-(2-aminothiazol-4-yl)-(Z)-2-(3-tert-butoxycarbonylaminopropoxyimino)acetate and 1.1 ml of pyridine and, under ice-cooling and stirring, 2.21 ml of chloroacetyl chloride is added dropwise. With ice-cooling, the mixture is stirred for 30 minutes and the reaction mixture is poured into 150 ml of ice-water and extracted with dichloromethane. The extract is washed with water, aqueous sodium hydroge... The solvent is CC(=O)N(C)C (dimethylacetamide), ClCCl (dichloromethane). RXN SMILES: [NH2:1][C:2]1[S:3][CH:4]=[C:5](/[C:7](=[N:13]/[O:14][CH2:15][CH2:16][CH2:17][NH:18][C:19]([O:21][C:22]([CH3:25])([CH3:24])[CH3:23])=[O:20])/[C:8]([O:10]CC)=[O:9])[N:6]=1.N1C=CC=CC=1.[Cl:32][CH2:33][C:34](Cl)=[O:35]>CC(N(C)C)=O.ClCCl>[Cl:32][CH2:33][C:34]([NH:1][C:2]1[S:3][CH:4]=[C:5](/[C:7](=[N:13]/[O:14][CH2:15][CH2:16][CH2:17][NH:18][C:19]([O:21][C:22]([CH3:23])([CH3:24])[CH3:25])=[O:20])/[C:8]([OH:10])=[O:9])[N:6]=1)=[O:35]. The product is ClCC(=O)NC=1SC=C(N1)/C(/C(=O)O)=N/OCCCNC(=O)OC(C)(C)C (2-(2-chloroacetamidothiazol-4-yl)-(Z)-2-(3-tert-butoxycarbonylaminopropoxyimino)acetic acid). Run at time 6 hour. Reactants: C(C)(C)(C)OC(=O)N(C)C1=CC(=C(CN2C(=NC=3C2=NC(=CC3)C(NS(=O)(=O)CCCCC)=O)C)C=C1)Cl (3-(4-(N-(tert-butoxycarbonyl)-N-methylamino)-2-chlorobenzyl)-2-methyl-5-(1-pentanesulfonylcarbamoyl)-3H-imidazo[4,5-b]pyridine), FC(C(=O)O)(F)F (trifluoroacetic acid). The solvent is ClCCl (dichloromethane). Conditions: time 1 hour. Product: ClC1=C(CN2C(=NC=3C2=NC(=CC3)C(NS(=O)(=O)CCCCC)=O)C)C=CC(=C1)NC (3-(2-chloro-4-(methylamino)benzyl)-2-methyl-5-(1-pentanesulfonylcarbamoyl)-3H-imidazo[4,5-b]pyridine). Isolated yield 97.4%. Reaction SMILES: C(O[C:6]([N:8]([C:10]1[CH:37]=[CH:36][C:13]([CH2:14][N:15]2[C:19]3=[N:20][C:21]([C:24](=[O:34])[NH:25][S:26]([CH2:29][CH2:30][CH2:31][CH2:32][CH3:33])(=[O:28])=[O:27])=[CH:22][CH:23]=[C:18]3[N:17]=[C:16]2[CH3:35])=[C:12]([Cl:38])[CH:11]=1)C)=O)(C)(C)C.FC(F)(F)C(O)=O>ClCCl>[Cl:38][C:12]1[CH:11]=[C:10]([NH:8][CH3:6])[CH:37]=[CH:36][C:13]=1[CH2:14][N:15]1[C:19]2=[N:20][C:21]([C:24](=[O:34])[NH:25][S:26]([CH2:29][CH2:30][CH2:31][CH2:32][CH3:33])(=[O:28])=[O:27])=[CH:22][CH:23]=[C:18]2[N:17]=[C:16]1[CH3:35]. Procedure: To a solution of 3-(4-(N-(tert-butoxycarbonyl)-N-methylamino)-2-chlorobenzyl)-2-methyl-5-(1-pentanesulfonylcarbamoyl)-3H-imidazo[4,5-b]pyridine (1.91 g) in dichloromethane (19 ml) was added trifluoroacetic acid (14.5 ml) under ice-cooling, and the mixture was stirred for 1 hr. The solvent was evaporated and methanol (19 ml) was added to the residue for re-dissolution. Water (9.5 ml) was added and 1N aqueous sodium hydroxide solution was added dropwise under ice-cooling to adjust to about pH 4. T... Reactants: NC1=CC(=C(C(=O)OCC)C=C1)C1=CC(=C(C=C1)OC)OC (Ethyl 4-amino-2-(3,4-dimethoxyphenyl)benzoate), NC1=CC(=C(C(=O)OCC)C=C1)C1=CC(=C(C=C1)OC)OC (Ethyl 4-amino-2-(3,4-dimethoxyphenyl)benzoate), C(C)(=O)O (acetic acid), Br (hydrobromic acid), N(=O)[O-].[Na+] (Sodium nitrite), cuprous bromide, Br (hydrobromic acid). The solvent is O (water), O (water), O (water). Run at temperature 0 celsius, time 1 hour. Product: BrC1=CC(=C(C(=O)OCC)C=C1)C1=CC(=C(C=C1)OC)OC (Ethyl 4-bromo-2-(3,4-dimethoxyphenyl)benzoate). Yield: 76.3%. Reaction SMILES: N[C:2]1[CH:12]=[CH:11][C:5]([C:6]([O:8][CH2:9][CH3:10])=[O:7])=[C:4]([C:13]2[CH:18]=[CH:17][C:16]([O:19][CH3:20])=[C:15]([O:21][CH3:22])[CH:14]=2)[CH:3]=1.C(O)(=O)C.[BrH:27].N([O-])=O.[Na+]>O>[Br:27][C:2]1[CH:12]=[CH:11][C:5]([C:6]([O:8][CH2:9][CH3:10])=[O:7])=[C:4]([C:13]2[CH:18]=[CH:17][C:16]([O:19][CH3:20])=[C:15]([O:21][CH3:22])[CH:14]=2)[CH:3]=1 |f:3.4|. Reported procedure: Ethyl 4-amino-2-(3,4-dimethoxyphenyl)benzoate (20.0 g; 0.066 mole; compound 252) and acetic acid (200 ml) are introduced into a 1000 ml three-necked flask. After dissolution, 47% strength hydrobromic acid (60 ml) is added, the mixture is cooled to 0° C. and then distilled water (150 ml) is added. Sodium nitrite (4.6 g; 0.066 mole) dissolved in water (30 ml) is poured in. Stirring is continued at between 0° and 5° C. for one hour, then the mixture is poured onto a solution of cuprous bromide (9.5... Starting materials: CC#N, CCCCOC(=O)C1C(N2C(=O)c3ccccc3C2=O)C(=O)N1C(c1ccccc1)c1ccccc1, [K+], [K+], [Na+], [Na+], O, O, O, O, O, O, O, O, O, O, O, O, O, O=P([O-])([O-])O, O=S(=O)([O-])OOS(=O)(=O)[O-]. Product: CCCCOC(=O)C1NC(=O)C1N1C(=O)c2ccccc2C1=O. As a reaction SMILES: [CH3:69][C:70]#[N:71].[CH:1]([c:2]1[cH:3][cH:4][cH:5][cH:6][cH:7]1)([c:8]1[cH:9][cH:10][cH:11][cH:12][cH:13]1)[N:14]1[CH:15]([C:30](=[O:31])[O:32][CH2:33][CH2:34][CH2:35][CH3:36])[CH:16]([N:19]2[C:20](=[O:29])[c:21]3[c:22]([cH:25][cH:26][cH:27][cH:28]3)[C:23]2=[O:24])[C:17]1=[O:18].[K+:47].[K+:48].[Na+:66].[Na+:67].[OH2:49].[OH2:50].[OH2:51].[OH2:52].[OH2:53].[OH2:54].[OH2:55].[OH2:56].[OH2:57].[OH2:58].[OH2:59].[OH2:60].[OH2:68].[P:61]([OH:62])([O-:63])([O-:64])=[O:65].[S:37]([O:38][O:39][S:40]([O-:41])(=[O:42])=[O:43])([O-:44])(=[O:45])=[O:46]>>[NH:14]1[CH:15]([C:30](=[O:31])[O:32][CH2:33][CH2:34][CH2:35][CH3:36])[CH:16]([N:19]2[C:20](=[O:29])[c:21]3[c:22]([cH:25][cH:26][cH:27][cH:28]3)[C:23]2=[O:24])[C:17]1=[O:18]. The reactants are CC(C)(C)OC(=O)N1CCC(C#N)(CCO)CC1, O=C(OCc1ccccc1)N1CCc2ccc(O)cc2C1, CCOC(=O)N=NC(=O)OCC, C1CCOC1, c1ccc(P(c2ccccc2)c2ccccc2)cc1. Product: CC(C)(C)OC(=O)N1CCC(C#N)(CCOc2ccc3c(c2)CN(C(=O)OCc2ccccc2)CC3)CC1. Reaction SMILES: [C:22]([CH3:23])([CH3:24])([CH3:25])[O:26][C:27](=[O:28])[N:29]1[CH2:30][CH2:31][C:32]([CH2:35][CH2:36][OH:37])([C:38]#[N:39])[CH2:33][CH2:34]1.[CH2:1]([c:2]1[cH:3][cH:4][cH:5][cH:6][cH:7]1)[O:8][C:9](=[O:10])[N:11]1[CH2:12][c:13]2[cH:14][c:15]([OH:21])[cH:16][cH:17][c:18]2[CH2:19][CH2:20]1.[O:59]=[C:60]([O:61][CH2:62][CH3:63])[N:64]=[N:65][C:66]([O:67][CH2:68][CH3:69])=[O:70].[O:71]1[CH2:72][CH2:73][CH2:74][CH2:75]1.[c:40]1([P:41]([c:42]2[cH:43][cH:44][cH:45][cH:46][cH:47]2)[c:48]2[cH:49][cH:50][cH:51][cH:52][cH:53]2)[cH:54][cH:55][cH:56][cH:57][cH:58]1>>[CH2:1]([c:2]1[cH:3][cH:4][cH:5][cH:6][cH:7]1)[O:8][C:9](=[O:10])[N:11]1[CH2:12][c:13]2[cH:14][c:15]([O:21][CH2:36][CH2:35][C:32]3([C:38]#[N:39])[CH2:31][CH2:30][N:29]([C:27]([O:26][C:22]([CH3:23])([CH3:24])[CH3:25])=[O:28])[CH2:34][CH2:33]3)[cH:16][cH:17][c:18]2[CH2:19][CH2:20]1.